Task: describe an organic reaction: reactants, conditions, products, and yield. Dataset: the Open Reaction Database (ORD), a public repository of structured organic reaction records Starting materials: CNC1CCCCC1, CC(=O)N1CCc2nc(Nc3ccc(-c4cnco4)cc3)nc(OS(=O)(=O)C(F)(F)F)c2C1, Cc1ccc(S(=O)(=O)[O-])cc1. Yields the product CC(=O)N1CCc2nc(Nc3ccc(-c4cnco4)cc3)nc(N(C)C3CCCCC3)c2C1. Reaction SMILES: [CH3:1][NH:2][CH:3]1[CH2:4][CH2:5][CH2:6][CH2:7][CH2:8]1.[F:9][C:10]([F:11])([F:12])[S:13]([O:14][c:15]1[c:16]2[c:17]([n:18][c:19]([NH:21][c:22]3[cH:23][cH:24][c:25](-[c:28]4[cH:29][n:30][cH:31][o:32]4)[cH:26][cH:27]3)[n:20]1)[CH2:33][CH2:34][N:35]([C:37]([CH3:38])=[O:39])[CH2:36]2)(=[O:40])=[O:41].[O-:42][S:43]([c:44]1[cH:45][cH:46][c:47]([CH3:48])[cH:49][cH:50]1)(=[O:51])=[O:52]>>[CH3:1][N:2]([CH:3]1[CH2:4][CH2:5][CH2:6][CH2:7][CH2:8]1)[c:15]1[c:16]2[c:17]([n:18][c:19]([NH:21][c:22]3[cH:23][cH:24][c:25](-[c:28]4[cH:29][n:30][cH:31][o:32]4)[cH:26][cH:27]3)[n:20]1)[CH2:33][CH2:34][N:35]([C:37]([CH3:38])=[O:39])[CH2:36]2. The reactants are Cc1ccc(O)cc1, CO, [O-]Cl, ClCCl, Cl, [I-], [Na+], [Na+], [Na+], [Na+], [Na+], [OH-], O=S([O-])([O-])=S. Yields the product Cc1ccc(O)c(I)c1. RXN SMILES: [CH3:1][c:2]1[cH:3][cH:4][c:5]([OH:6])[cH:7][cH:8]1.[CH3:24][OH:25].[Cl:13][O-:14].[Cl:26][CH2:27][Cl:28].[ClH:23].[I-:10].[Na+:12].[Na+:15].[Na+:21].[Na+:22].[Na+:9].[OH-:11].[S:16]([O-:17])([O-:18])(=[O:19])=[S:20]>>[CH3:1][c:2]1[cH:3][c:4]([I:10])[c:5]([OH:6])[cH:7][cH:8]1. Starting materials: ice water, S1C(=NC=C1)C1=CC=C(C=C1)N1CCOCC1 (4-(4-(thiazol-2-yl)phenyl)morpholine), S(O)(O)(=O)=O (sulfuric acid), [N+](=O)(O)[O-] (nitric acid). Reaction conditions: temperature 0 celsius, time 4.5 hour. Yields the product [N+](=O)([O-])C1=CN=C(S1)C1=CC=C(C=C1)N1CCOCC1 (4-(4-(5-nitrothiazol-2-yl)phenyl)morpholine). The yield is 30.0%. Reaction SMILES: [S:1]1[CH:5]=[CH:4][N:3]=[C:2]1[C:6]1[CH:11]=[CH:10][C:9]([N:12]2[CH2:17][CH2:16][O:15][CH2:14][CH2:13]2)=[CH:8][CH:7]=1.S(=O)(=O)(O)O.[N+:23]([O-])([OH:25])=[O:24]>>[N+:23]([C:5]1[S:1][C:2]([C:6]2[CH:7]=[CH:8][C:9]([N:12]3[CH2:17][CH2:16][O:15][CH2:14][CH2:13]3)=[CH:10][CH:11]=2)=[N:3][CH:4]=1)([O-:25])=[O:24]. Reported procedure: To a mixture of 4-(4-(thiazol-2-yl)phenyl)morpholine (2.00 g, 8.13 mmol) and concentrated sulfuric acid (25 mL) was added concentrated nitric acid (0.60 mL) at −10° C. The reaction mixture was stirred at 0° C. for 4.5 h, then poured into ice water, and extracted with CH2Cl2 (60 mL×3). The organic phase was dried over Na2SO4 and concentrated in vacuo to give the title compound as a yellow solid (0.70 g, 30%).